From a dataset of the Open Reaction Database (ORD), a public repository of structured organic reaction records. describe an organic reaction: reactants, conditions, products, and yield Starting materials: C=CCBr, CN(C)C=O, NC(=O)CNS(=O)(=O)Cc1cccc(C(F)(F)F)c1, [H-], [Na+], O. Product: C=CCN(CC(N)=O)S(=O)(=O)Cc1cccc(C(F)(F)F)c1. As a reaction SMILES: [CH2:22]([CH:23]=[CH2:24])[Br:25].[CH3:26][N:27]([CH3:28])[CH:29]=[O:30].[F:1][C:2]([c:3]1[cH:4][c:5]([CH2:6][S:7](=[O:8])(=[O:9])[NH:10][CH2:11][C:12](=[O:13])[NH2:14])[cH:15][cH:16][cH:17]1)([F:18])[F:19].[H-:20].[Na+:21].[OH2:31]>>[F:1][C:2]([c:3]1[cH:4][c:5]([CH2:6][S:7](=[O:8])(=[O:9])[N:10]([CH2:11][C:12](=[O:13])[NH2:14])[CH2:24][CH:23]=[CH2:22])[cH:15][cH:16][cH:17]1)([F:18])[F:19].